Dataset: the Open Reaction Database (ORD), a public repository of structured organic reaction records. Task: describe an organic reaction: reactants, conditions, products, and yield Reactants: C(=O)C1=C(C=C(S1)C#N)C (5-formyl-4-methyl-thiophene-2-carbonitrile), C(CO)O (ethylene glycol). Reagents/catalysts: O.C1(=CC=C(C=C1)S(=O)(=O)O)C (p-toluene sulfonic acid monohydrate). Run in CC(OCC)=O (EA), C1(=CC=CC=C1)C (toluene). The product is O1C(OCC1)C1=C(C=C(S1)C#N)C (5-[1,3]dioxolan-2-yl-4-methyl-thiophene-2-carbonitrile). Yield: 106.5%. As a reaction SMILES: [CH:1]([C:3]1[S:7][C:6]([C:8]#[N:9])=[CH:5][C:4]=1[CH3:10])=[O:2].[CH2:11](O)[CH2:12][OH:13]>C1(C)C=CC=CC=1.CC(=O)OCC.O.C1(C)C=CC(S(O)(=O)=O)=CC=1>[O:2]1[CH2:11][CH2:12][O:13][CH:1]1[C:3]1[S:7][C:6]([C:8]#[N:9])=[CH:5][C:4]=1[CH3:10] |f:4.5|. Procedure details: To a solution of 4-methyl-thiophene-2-carbonitrile (2.70 g, 21.9 mmol) in acetic acid (20 mL), bromine (5.25 g, 32.9 mmol) is added slowly. The mixture is stirred at rt for 1 h then at 40° C. for 3 h and again at rt for 16 h. The mixture is separated by prep. HPLC. The product containing fractions are carefully concentrated at 45° C. and 120 mbar before they are combined, and extracted with EA. The organic extract is dried over Na2SO4, filtered and carefully concentrated and dried to give 5-brom... Starting materials: [Na].FC(C1=CC2=C(NC(=N2)S(=O)CC2=NC=CC(=C2)OC)C=C1)(F)F (5-trifluoromethyl-2-[(4-methoxy-2-pyridylmethyl)-sulfinyl]-(1H)-benzimidazole sodium salt), [Cl-].[Ca+2].[Cl-] (calcium chloride), [H-].[Na+] (sodium hydride), FC(C1=CC2=C(NC(=N2)S(=O)CC2=NC=CC(=C2)OC)C=C1)(F)F (5-trifluoromethyl-2-[(4-methoxy-2-pyridylmethyl)-sulfinyl]-(1H)-benzimidazole). Solvent: O (water), O1CCOCC1 (dioxan). The product is [Ca].FC(C1=CC2=C(NC(=N2)S(=O)CC2=NC=CC(=C2)OC)C=C1)(F)F (5-Trifluoromethyl-2-[(4-methoxy-2-pyridylmethyl)sulfinyl]-(1H)-benzimidazole calcium salt). RXN SMILES: [H-].[Na+].[F:3][C:4]([F:26])([F:25])[C:5]1[CH:24]=[CH:23][C:8]2[NH:9][C:10]([S:12]([CH2:14][C:15]3[CH:20]=[C:19]([O:21][CH3:22])[CH:18]=[CH:17][N:16]=3)=[O:13])=[N:11][C:7]=2[CH:6]=1.[Na].FC(F)(F)C1C=CC2NC(S(CC3C=C(OC)C=CN=3)=O)=NC=2C=1.[Cl-].[Ca+2:53].[Cl-]>O1CCOCC1.O>[Ca:53].[F:26][C:4]([F:3])([F:25])[C:5]1[CH:24]=[CH:23][C:8]2[NH:9][C:10]([S:12]([CH2:14][C:15]3[CH:20]=[C:19]([O:21][CH3:22])[CH:18]=[CH:17][N:16]=3)=[O:13])=[N:11][C:7]=2[CH:6]=1 |f:0.1,3.4,5.6.7,10.11,^1:26|. Procedure details: 0.09 g (0.003 mole) of 80% sodium hydride (in paraffin) are added to a solution of 1.1 g of 5-trifluoromethyl-2-[(4-methoxy-2-pyridylmethyl)-sulfinyl]-(1H)-benzimidazole in 20 ml of dry dioxan under an inert gas atmosphere. After the evolution of gas has subsided, the solvent is stripped off in vacuo. The residue (5-trifluoromethyl-2-[(4-methoxy-2-pyridylmethyl)-sulfinyl]-(1H)-benzimidazole sodium salt) is dissolved in a little water, and a 1% strength aqueous calcium chloride solution is added.... Run in C(C)(=O)O (acetic acid). Reaction SMILES: [CH3:1][C:2]1O[C:4](=[O:11])[C:5]2[C:6](=[CH:8][S:9][CH:10]=2)[N:7]=1.[NH2:12][C:13]1[C:14]([CH3:19])=[CH:15][CH:16]=[CH:17][CH:18]=1>C(O)(=O)C>[CH3:1][C:2]1[N:12]([C:13]2[CH:18]=[CH:17][CH:16]=[CH:15][C:14]=2[CH3:19])[C:4](=[O:11])[C:5]2[C:6](=[CH:8][S:9][CH:10]=2)[N:7]=1. The yield is 19.7%. Reactants: CC=1OC(C=2C(N1)=CSC2)=O (2-methyl-thieno[3,4-d][1,3]oxazin-4-one), NC=1C(=CC=CC1)C (o-toluidine). Procedure: To a slurry of 2-methyl-thieno[3,4-d][1,3]oxazin-4-one (1.0 g, 5.99 mmol) and acetic acid (15 mL) was added o-toluidine (1.2 mL, 10.78 mmol). The mixture was refluxed 3 hours, cooled, and concentrated. The residue was partitioned between ethyl acetate and water and the aqueous phase was made basic by careful addition of saturated aqueous sodium bicarbonate. The phases were separated and the aqueous layer was extracted with ethyl acetate. The combined organic layer was washed with water and brine... The product is CC=1N(C(C=2C(N1)=CSC2)=O)C2=C(C=CC=C2)C (2-methyl-3-o-tolyl-3H-thieno[3,4-d]pyrimidin-4-one). Reactants: C=O (paraformaldehyde), NCC(=O)O (glycine), [H][H] (hydrogen), CC(=O)CC (methylethylketone), CO (methanol). The reagents and catalysts are [Pd] (Pd/C), [Pd] (Pd/C). Product: CN(CC(=O)O)C(C)CC (N-Methyl N-Secondary Butyl Glycine). RXN SMILES: [NH2:1][CH2:2][C:3]([OH:5])=[O:4].[CH3:6]O.C=O.[H][H].[CH3:12][C:13]([CH2:15][CH3:16])=O>[Pd]>[CH3:6][N:1]([CH:13]([CH2:15][CH3:16])[CH3:12])[CH2:2][C:3]([OH:5])=[O:4]. Reported procedure: Into a one-gallon autoclave 338 g (4.5 mole) glycine, 1.2 liters methanol, 10 g 10% Pd/C and 500 g methylethylketone were combined. The reaction mixture was pressurized to 77.3 kg/cm2 and heated between 105°-115° C. Pressure was maintained between 63.3 and 77.3 kg/cm2 and after about two hours 63.3 kg/cm2 hydrogen was consumed. The autoclave was cooled and 180 g (6 moles) paraformaldehyde and 5 g 10% Pd/C added and repressurized with about 77.3 kg/cm2 hydrogen. The vessel was heated and 75.2 kg/... Starting materials: COC(=O)CC(NC(=O)CNC(=O)CCCNc1cc(C)ccn1)c1ccc(OC(F)(F)F)cc1, [Na+], C1COCCO1, [OH-]. Product: Cc1ccnc(NCCCC(=O)NCC(=O)NC(CC(=O)O)c2ccc(OC(F)(F)F)cc2)c1. Reaction SMILES: [CH3:1][c:2]1[cH:3][c:4]([NH:8][CH2:9][CH2:10][CH2:11][C:12](=[O:13])[NH:14][CH2:15][C:16](=[O:17])[NH:18][CH:19]([CH2:20][C:21](=[O:22])[O:23][CH3:24])[c:25]2[cH:26][cH:27][c:28]([O:31][C:32]([F:33])([F:34])[F:35])[cH:29][cH:30]2)[n:5][cH:6][cH:7]1.[Na+:37].[O:38]1[CH2:39][CH2:40][O:41][CH2:42][CH2:43]1.[OH-:36]>>[CH3:1][c:2]1[cH:3][c:4]([NH:8][CH2:9][CH2:10][CH2:11][C:12](=[O:13])[NH:14][CH2:15][C:16](=[O:17])[NH:18][CH:19]([CH2:20][C:21](=[O:22])[OH:23])[c:25]2[cH:26][cH:27][c:28]([O:31][C:32]([F:33])([F:34])[F:35])[cH:29][cH:30]2)[n:5][cH:6][cH:7]1. Reactants: COC(COC1=CC2=C(C(=CC=C2C=C1)OCCOCCBr)C(C)=O)=O ([[8-acetyl-7-[2-[2-bromoethoxy)ethoxy]-2-naphthalenyl]oxy]acetic acid methyl ester), OC1=C(C=CC(=C1CCC)O)C(C)=O (1-(2,4-dihydroxy-3-propylphenyl)-ethanone), C([O-])([O-])=O.[K+].[K+] (potassium carbonate). Solvent: CC(=O)C (acetone), CN(C=O)C (dimethylformamide). Yields the product COC(COC1=CC2=C(C(=CC=C2C=C1)OCCOCCOC1=C(C(=C(C=C1)C(C)=O)O)CCC)C(C)=O)=O ([[8-acetyl-7-[2-[2-(4-acetyl-3-hydroxy-2-propylphenoxy)ethoxy]ethoxy]-2-naphthalenyl]oxy]acetic acid methyl ester). The yield is 75.7%. Reaction SMILES: [CH3:1][O:2][C:3](=[O:26])[CH2:4][O:5][C:6]1[CH:15]=[CH:14][C:13]2[C:8](=[C:9]([C:23](=[O:25])[CH3:24])[C:10]([O:16][CH2:17][CH2:18][O:19][CH2:20][CH2:21]Br)=[CH:11][CH:12]=2)[CH:7]=1.[OH:27][C:28]1[C:33]([CH2:34][CH2:35][CH3:36])=[C:32]([OH:37])[CH:31]=[CH:30][C:29]=1[C:38](=[O:40])[CH3:39].C(=O)([O-])[O-].[K+].[K+]>CC(C)=O.CN(C)C=O>[CH3:1][O:2][C:3](=[O:26])[CH2:4][O:5][C:6]1[CH:15]=[CH:14][C:13]2[C:8](=[C:9]([C:23](=[O:25])[CH3:24])[C:10]([O:16][CH2:17][CH2:18][O:19][CH2:20][CH2:21][O:37][C:32]3[CH:31]=[CH:30][C:29]([C:38](=[O:40])[CH3:39])=[C:28]([OH:27])[C:33]=3[CH2:34][CH2:35][CH3:36])=[CH:11][CH:12]=2)[CH:7]=1 |f:2.3.4|. Procedure details: A mixture of 2.4 g of [[8-acetyl-7-[2-[2-bromoethoxy)ethoxy]-2-naphthalenyl]oxy]acetic acid methyl ester, 1.32 g of 1-(2,4-dihydroxy-3-propylphenyl)-ethanone and 1.17 g of anhydrous potassium carbonate in 48 ml of anhydrous acetone and 16 ml of anhydrous dimethylformamide was stirred at reflux for 18 hours. The mixture was filtered and filtrate was concentrated to an oil. The oil was purified by flash column chromatography (10% ethyl acetate-toluene) to yield 2.3 g, mp. 89°-90° C. (76%) of [[8-a... Reactants: NC12CC3(CC(CC(C1)C3)(C2)C)C (1-amino-3,5-dimethyl-adamantane), S(O)(O)(=O)=O (sulfuric acid). Solvent: CCOCC (ether). The product is S(=O)(=O)(O)O.NC12CC3(CC(CC(C1)C3)(C2)C)C (1-amino-3,5-dimethyl-adamantane sulfate). Reaction SMILES: [NH2:1][C:2]12[CH2:11][C:6]3([CH3:12])[CH2:7][CH:8]([CH2:10][C:4]([CH3:13])([CH2:5]3)[CH2:3]1)[CH2:9]2.[S:14](=[O:18])(=[O:17])([OH:16])[OH:15]>CCOCC>[S:14]([OH:18])([OH:17])(=[O:16])=[O:15].[NH2:1][C:2]12[CH2:3][C:4]3([CH3:13])[CH2:10][CH:8]([CH2:7][C:6]([CH3:12])([CH2:5]3)[CH2:11]1)[CH2:9]2 |f:3.4|. Reported procedure: The dried ether solution of 1-amino-3,5-dimethyl-adamantane was treated with 0.5 gram concentrated sulfuric acid (H2SO4) in an ice bath, shaken, and the ether distilled. The oily residue was crystallized from hot water. Yield: 1.81 grams (80% of the theoretical yield).